Dataset: the Open Reaction Database (ORD), a public repository of structured organic reaction records. Task: describe an organic reaction: reactants, conditions, products, and yield The reactants are ClC1=NC(=C2N=CN(C2=N1)C1CCCC1)Cl (2,6-dichloro-9-cyclopentylpurine), NCCCN1C=NC=C1 (1-(3-aminopropyl)imidazole). Solvent: C(C)N(CC)CC (triethylamine). The product is ClC1=NC(=C2N=CN(C2=N1)C1CCCC1)NCCCN1C=NC=C1 (2-Chloro-6-[3-(1-imidazolyl)propylamino]-9-cyclopentylpurine). Reaction SMILES: [Cl:1][C:2]1[N:10]=[C:9]2[C:5]([N:6]=[CH:7][N:8]2[CH:11]2[CH2:15][CH2:14][CH2:13][CH2:12]2)=[C:4](Cl)[N:3]=1.[NH2:17][CH2:18][CH2:19][CH2:20][N:21]1[CH:25]=[CH:24][N:23]=[CH:22]1>C(N(CC)CC)C>[Cl:1][C:2]1[N:10]=[C:9]2[C:5]([N:6]=[CH:7][N:8]2[CH:11]2[CH2:15][CH2:14][CH2:13][CH2:12]2)=[C:4]([NH:17][CH2:18][CH2:19][CH2:20][N:21]2[CH:25]=[CH:24][N:23]=[CH:22]2)[N:3]=1. Procedure details: 2-Chloro-6-[3-(1-imidazolyl)propylamino]-9-cyclopentylpurine is prepared from 2,6-dichloro-9-cyclopentylpurine, 1-(3-aminopropyl)imidazole, and triethylamine essentially as described above in Example 1, Scheme A, step b.